Dataset: the Open Reaction Database (ORD), a public repository of structured organic reaction records. Task: describe an organic reaction: reactants, conditions, products, and yield Starting materials: [Cl-].C(C)OC(=O)[C@H]1[NH2+]CCCC1 ((2S)-2-(ethoxycarbonyl)piperidinium chloride), ClC=1OC2=C(N1)C=C(C=C2)F (2-chloro-5-fluoro-1,3-benzoxazole). Yields the product FC=1C=CC2=C(N=C(O2)N2[C@@H](CCCC2)C(=O)OCC)C1 (ethyl (2S)-1-(5-fluoro-1,3-benzoxazol-2-yl)-2-piperidinecarboxylate). RXN SMILES: [Cl-].[CH2:2]([O:4][C:5]([C@@H:7]1[CH2:12][CH2:11][CH2:10][CH2:9][NH2+:8]1)=[O:6])[CH3:3].Cl[C:14]1[O:15][C:16]2[CH:22]=[CH:21][C:20]([F:23])=[CH:19][C:17]=2[N:18]=1>>[F:23][C:20]1[CH:21]=[CH:22][C:16]2[O:15][C:14]([N:8]3[CH2:9][CH2:10][CH2:11][CH2:12][C@H:7]3[C:5]([O:4][CH2:2][CH3:3])=[O:6])=[N:18][C:17]=2[CH:19]=1 |f:0.1|. Procedure details: The title compound was prepared by a similar method to Preparation 2 from (2S)-2-(ethoxycarbonyl)piperidinium chloride [see J. Am. Chem. Soc. (1993), 115, 9925-9938] and 2-chloro-5-fluoro-1,3-benzoxazole [see J. Med. Chem. (1988), 31, 1719-1728]. The crude product was purified by column chromatography on silica gel eluting with a solvent system of 3:1, by volume, hexane:ethyl acetate, to afford ethyl (2S)-1-(5-fluoro-1,3-benzoxazol-2-yl)-2-piperidinecarboxylate as an oil. Starting materials: C[O-].[Na+] (sodium methoxide), Cl (hydrochloric acid), CN(C=CC(=O)C1=NC=CC(=C1)C)C (3-dimethylamino-1-(4-methylpyridin-2-yl)prop-2-en-1-one), C(#N)NC(=N)N (cyanoguanidine). The solvent is CO (methanol), C(C)O (ethanol). Product: CC1=CC(=NC=C1)C1=NC(=NC=C1)NC#N (N-(4-(4-methylpyridin-2-yl)-pyrimidin-2-yl)cyanamide). Isolated yield 37.5%. As a reaction SMILES: CN(C)[CH:3]=[CH:4][C:5]([C:7]1[CH:12]=[C:11]([CH3:13])[CH:10]=[CH:9][N:8]=1)=O.[C:15]([NH:17][C:18]([NH2:20])=[NH:19])#[N:16].C[O-].[Na+].Cl>C(O)C.CO>[CH3:13][C:11]1[CH:10]=[CH:9][N:8]=[C:7]([C:5]2[CH:4]=[CH:3][N:20]=[C:18]([NH:17][C:15]#[N:16])[N:19]=2)[CH:12]=1 |f:2.3|. Procedure: To a suspension of 3-dimethylamino-1-(4-methylpyridin-2-yl)prop-2-en-1-one (0.78 g) and cyanoguanidine (1.38 g) in ethanol (8 ml) was added a solution of sodium methoxide in methanol (28%, 1.49 ml), and the mixture was refluxed for 2 hours. The mixture was neutralized with 1N hydrochloric acid and extracted with ethyl acetate and tetrahydrofuran (3:1). The organic layer was washed with brine, dried over sodium sulfate and evaporated under reduced pressure. The residue was purified by column chro... The reactants are Cl, Cl, Cl, NC1CCC(CCN2CCN(c3nccc4c3OCC4)CC2)CC1, O=C(O)CC1(O)CCC1. Yields the product O=C(CC1(O)CCC1)NC1CCC(CCN2CCN(c3nccc4c3OCC4)CC2)CC1. RXN SMILES: [ClH:1].[ClH:2].[ClH:3].[O:4]1[CH2:5][CH2:6][c:7]2[c:8]1[c:9]([N:13]1[CH2:14][CH2:15][N:16]([CH2:19][CH2:20][CH:21]3[CH2:22][CH2:23][CH:24]([NH2:27])[CH2:25][CH2:26]3)[CH2:17][CH2:18]1)[n:10][cH:11][cH:12]2.[OH:28][C:29]1([CH2:33][C:34](=[O:35])[OH:36])[CH2:30][CH2:31][CH2:32]1>>[O:4]1[CH2:5][CH2:6][c:7]2[c:8]1[c:9]([N:13]1[CH2:14][CH2:15][N:16]([CH2:19][CH2:20][CH:21]3[CH2:22][CH2:23][CH:24]([NH:27][C:34]([CH2:33][C:29]4([OH:28])[CH2:30][CH2:31][CH2:32]4)=[O:35])[CH2:25][CH2:26]3)[CH2:17][CH2:18]1)[n:10][cH:11][cH:12]2. Reactants: NC=1C=C(C=CC1)CCC(=O)O (3-(3-Aminophenyl)propionic acid), C1(=CC=C(C=C1)S(=O)(=O)O)C (toluene-4-sulfonic acid). The solvent is C(C=C)O (allyl alcohol). Reaction conditions: time 24 hour. Yields the product NC=1C=C(C=CC1)CCC(=O)OCC=C (Allyl 3-(3-Aminophenyl)propionate). Reaction SMILES: [NH2:1][C:2]1[CH:3]=[C:4]([CH2:8][CH2:9][C:10]([OH:12])=[O:11])[CH:5]=[CH:6][CH:7]=1.[C:13]1(C)[CH:18]=CC(S(O)(=O)=O)=C[CH:14]=1>C(O)C=C>[NH2:1][C:2]1[CH:3]=[C:4]([CH2:8][CH2:9][C:10]([O:12][CH2:18][CH:13]=[CH2:14])=[O:11])[CH:5]=[CH:6][CH:7]=1. Reported procedure: 3-(3-Aminophenyl)propionic acid (1 g, 6.06 mM) was dissolved in allyl alcohol (25 ml), and toluene-4-sulfonic acid (1.21 g, 6.36 mM) added. The mixture was heated to reflux, the distillate being passed through 3 Å molecular sieves, for 24 hours. After neutralisation of the mixture with triethylamine, the solvent was removed, the residue dissolved in ethyl acetate, and washed with water, aqueous NaHCO3, brine, and dried (MgSO4), to give title compound. Starting materials: 188, C1(=CC=CC=C1)O (phenol), C=CC1=CC=CC=C1 (styrene), sulfonated styrene divinylbenzene, C1(=CC=CC=C1)O (phenol), C=CC1=CC=CC=C1 (styrene). Conditions: time 20 hour. Yields the product C(CCCCCCCCCCC)C1=CC=C(C=C1)O (4-dodecylphenol), C1(=CC=CC=C1)C(C)C=1C(=C(C=CC1)O)C(C)C1=CC=CC=C1 (di-(α-phenylethyl)-phenol). Isolated yield 2.0%. Reaction SMILES: [C:1]1([OH:7])[CH:6]=[CH:5][CH:4]=[CH:3][CH:2]=1.[CH2:8]=[CH:9][C:10]1[CH:15]=[CH:14][CH:13]=[CH:12][CH:11]=1>>[CH2:6]([C:4]1[CH:5]=[CH:6][C:1]([OH:7])=[CH:2][CH:3]=1)[CH2:1][CH2:2][CH2:3][CH2:11][CH2:12][CH2:13][CH2:14][CH2:15][CH2:10][CH2:9][CH3:8].[C:10]1([CH:9]([C:3]2[C:2]([CH:9]([C:10]3[CH:15]=[CH:14][CH:13]=[CH:12][CH:11]=3)[CH3:8])=[C:1]([OH:7])[CH:6]=[CH:5][CH:4]=2)[CH3:8])[CH:15]=[CH:14][CH:13]=[CH:12][CH:11]=1. Procedure details: A suspension of 188 parts of phenol, 125 parts of styrene and 5 parts of ion exchange resin is prepared in a stirred reactor at 80° C. and 1 bar pressure, the mixture being stirred at 700 rpm. The ion exchange resin is a sulfonated styrene/divinylbenzene copolymer resin, which has been dehydrated under reduced pressure for 20 hours at 100° C. before being used; it has a gel structure and its particle size is from 20 to 150 micrometers. The suspension is then stirred constantly in the reactor 700... RXN SMILES: [CH2:1]=[CH:2][C:3]1[CH:8]=[CH:7][CH:6]=[CH:5][CH:4]=1.[Cl:9][SiH:10]([Cl:12])[Cl:11]>C1(C=CC=CC=1)[P](C1C=CC=CC=1)(C1C=CC=CC=1)[Pd][P](C1C=CC=CC=1)(C1C=CC=CC=1)C1C=CC=CC=1>[C:3]1([CH:2]([Si:10]([Cl:12])([Cl:11])[Cl:9])[CH3:1])[CH:8]=[CH:7][CH:6]=[CH:5][CH:4]=1 |^1:18,32|. Yield: 89.0%. Run at temperature 70 celsius, time 2 hour. Reactants: C=CC1=CC=CC=C1 (styrene), Cl[SiH](Cl)Cl (trichlorosilane). The product is C1(=CC=CC=C1)C(C)[Si](Cl)(Cl)Cl ((1-phenylethyl)trichlorosilane). Procedure details: Into a 2-liter round-bottom flask fitted with a reflux condenser, addition funnel and magnetic stir bar, was charged styrene (410 g, 3.94 mols) and Bis(triphenylphosphine)palladium (II) dichloride (1.2 g, 0.3% wt). The reaction mixture was heated to 70° C. and then trichlorosilane (532.8 g, 3.94 mols) was added dropwise to the reaction mixture. During the addition, the reaction mixture was maintained between 80 to 110° C. After the addition was finished, the reaction mixture was kept at 70° C. f... Reagents/catalysts: C1([P]([Pd][P](C2=CC=CC=C2)(C3=CC=CC=C3)C4=CC=CC=C4)(C5=CC=CC=C5)C6=CC=CC=C6)=CC=CC=C1 (Bis(triphenylphosphine)palladium).